From a dataset of the Open Reaction Database (ORD), a public repository of structured organic reaction records. describe an organic reaction: reactants, conditions, products, and yield Reactants: Cc1cc(Br)cc(CBr)c1, C1N2CN3CN1CN(C2)C3, CC(=O)O, Cl, O. The product is Cc1cc(Br)cc(C=O)c1. RXN SMILES: [Br:1][c:2]1[cH:3][c:4]([CH2:5][Br:6])[cH:7][c:8]([CH3:10])[cH:9]1.[CH2:11]1[N:12]2[CH2:13][N:14]3[CH2:15][N:16]([CH2:17]2)[CH2:18][N:19]1[CH2:20]3.[CH3:22][C:23]([OH:24])=[O:25].[ClH:21].[OH2:26]>>[Br:1][c:2]1[cH:3][c:4]([CH:5]=[O:24])[cH:7][c:8]([CH3:10])[cH:9]1. Reactants: C[N+]1([O-])CCOCC1, CCOC(C)=O, CCC[N+](CCC)(CCC)CCC, ClCCl, O=S(=O)(c1ccc(CCc2ccc(F)cc2F)cc1)c1cccc(CO)c1, O=[Ru](=O)(=O)[O-]. The product is O=Cc1cccc(S(=O)(=O)c2ccc(CCc3ccc(F)cc3F)cc2)c1. As a reaction SMILES: [CH3:28][N+:29]1([O-:30])[CH2:31][CH2:32][O:33][CH2:34][CH2:35]1.[CH3:39][CH2:40][O:41][C:42](=[O:43])[CH3:44].[CH3:50][CH2:51][CH2:52][N+:53]([CH2:54][CH2:55][CH3:56])([CH2:57][CH2:58][CH3:59])[CH2:60][CH2:61][CH3:62].[Cl:36][CH2:37][Cl:38].[F:1][c:2]1[c:3]([CH2:9][CH2:10][c:11]2[cH:12][cH:13][c:14]([S:17](=[O:18])(=[O:19])[c:20]3[cH:21][c:22]([CH2:26][OH:27])[cH:23][cH:24][cH:25]3)[cH:15][cH:16]2)[cH:4][cH:5][c:6]([F:8])[cH:7]1.[O-:45][Ru:46](=[O:47])(=[O:48])=[O:49]>>[F:1][c:2]1[c:3]([CH2:9][CH2:10][c:11]2[cH:12][cH:13][c:14]([S:17](=[O:18])(=[O:19])[c:20]3[cH:21][c:22]([CH:26]=[O:27])[cH:23][cH:24][cH:25]3)[cH:15][cH:16]2)[cH:4][cH:5][c:6]([F:8])[cH:7]1. The reactants are Brc1ccc2c(c1)oc1ccccc12, [Li]C(C)(C)C, CCCCCC, CN(C)C=O, C1CCOC1. Yields the product O=Cc1ccc2c(c1)oc1ccccc12. Reaction SMILES: [Br:1][c:2]1[cH:3][cH:4][c:5]2[c:6]([o:7][c:8]3[c:9]2[cH:10][cH:11][cH:12][cH:13]3)[cH:14]1.[C:15]([Li:16])([CH3:17])([CH3:18])[CH3:19].[CH3:20][CH2:21][CH2:22][CH2:23][CH2:24][CH3:25].[CH3:26][N:27]([CH:28]=[O:29])[CH3:30].[O:31]1[CH2:32][CH2:33][CH2:34][CH2:35]1>>[c:2]1([CH:28]=[O:29])[cH:3][cH:4][c:5]2[c:6]([o:7][c:8]3[c:9]2[cH:10][cH:11][cH:12][cH:13]3)[cH:14]1. Starting materials: Cl.C1(CCCCC1)N1CC(CC1)NC(=O)C1=C(NC(C(=O)OCC)=O)C=CC=C1 (ethyl 2-(1-cyclohexyl-3-pyrrolidinylaminocarbonyl)oxanilate hydrochloride), [OH-].[Na+] (sodium hydroxide). The solvent is C(C)O (ethanol), C(C)O (ethanol). Reaction conditions: temperature 50 celsius, time 2 day. The product is C1(CCCCC1)N1CC(CC1)NC(=O)C1=C(NC(C(=O)[O-])=O)C=CC=C1.[Na+] (Sodium 2-(1-cyclohexyl-3-pyrrolidinylaminocarbonyl)oxanilate). RXN SMILES: Cl.[CH:2]1([N:8]2[CH2:12][CH2:11][CH:10]([NH:13][C:14]([C:16]3[CH:29]=[CH:28][CH:27]=[CH:26][C:17]=3[NH:18][C:19](=[O:25])[C:20]([O:22]CC)=[O:21])=[O:15])[CH2:9]2)[CH2:7][CH2:6][CH2:5][CH2:4][CH2:3]1.[OH-].[Na+:31]>C(O)C>[CH:2]1([N:8]2[CH2:12][CH2:11][CH:10]([NH:13][C:14]([C:16]3[CH:29]=[CH:28][CH:27]=[CH:26][C:17]=3[NH:18][C:19](=[O:25])[C:20]([O-:22])=[O:21])=[O:15])[CH2:9]2)[CH2:3][CH2:4][CH2:5][CH2:6][CH2:7]1.[Na+:31] |f:0.1,2.3,5.6|. Reported procedure: A stirred solution of 4.2 g. of ethyl 2-(1-cyclohexyl-3-pyrrolidinylaminocarbonyl)oxanilate hydrochloride in 20 ml. of 50% aqueous ethanol was treated dropwise with 19.5 ml. of 1.03 N sodium hydroxide. After thirty minutes the solution was heated to 50° C. and poured into 130 ml. of boiling ethanol. After the mixture cooled to room temperature it was kept at 4° C. for two days and the amorphous sodium salt was collected by filtration. Starting materials: COC(=O)c1cccc(CBr)c1, CN(C)C=O, CCOC(C)=O, [H-], [Na+], c1ccc(-c2cc3ccccc3[nH]2)cc1. Yields the product COC(=O)c1cccc(Cn2c(-c3ccccc3)cc3ccccc32)c1. Reaction SMILES: [Br:18][CH2:19][c:20]1[cH:21][c:22]([C:23](=[O:24])[O:25][CH3:26])[cH:27][cH:28][cH:29]1.[CH3:30][N:31]([CH3:32])[CH:33]=[O:34].[CH3:35][CH2:36][O:37][C:38](=[O:39])[CH3:40].[H-:16].[Na+:17].[c:1]1(-[c:7]2[nH:8][c:9]3[cH:10][cH:11][cH:12][cH:13][c:14]3[cH:15]2)[cH:2][cH:3][cH:4][cH:5][cH:6]1>>[c:1]1(-[c:7]2[n:8]([CH2:19][c:20]3[cH:21][c:22]([C:23](=[O:24])[O:25][CH3:26])[cH:27][cH:28][cH:29]3)[c:9]3[cH:10][cH:11][cH:12][cH:13][c:14]3[cH:15]2)[cH:2][cH:3][cH:4][cH:5][cH:6]1.